This data is from the Open Reaction Database (ORD), a public repository of structured organic reaction records. The task is: describe an organic reaction: reactants, conditions, products, and yield Starting materials: C(CCC)[Li] (n-butyllithium), C(C)(C)NC(C)C (diisopropylamine), COC1=C(C=O)C(=CC(=C1OC)OC)C (2,3,4-trimethoxy-6-methylbenzaldehyde), BrC=1C=NC=C(C1)Br (3,5-dibromopyridine). The solvent is C(C)OCC (diethyl ether), O (water), C1(=CC=CC=C1)C (toluene), C1(=CC=CC=C1)C (toluene). Run at temperature -78 celsius, time 60 minute. Product: COC1=C(C(=CC(=C1OC)OC)C)C(O)C1=C(C=NC=C1Br)Br ((2,3,4-trimethoxy-6-methylphenyl)(3,5-dibromo-4-pyridyl)methanol). Yield: 31.0%. Reaction SMILES: C([Li])CCC.C(NC(C)C)(C)C.[Br:13][C:14]1[CH:15]=[N:16][CH:17]=[C:18]([Br:20])[CH:19]=1.[CH3:21][O:22][C:23]1[C:30]([O:31][CH3:32])=[C:29]([O:33][CH3:34])[CH:28]=[C:27]([CH3:35])[C:24]=1[CH:25]=[O:26]>O.C1(C)C=CC=CC=1.C(OCC)C>[CH3:21][O:22][C:23]1[C:30]([O:31][CH3:32])=[C:29]([O:33][CH3:34])[CH:28]=[C:27]([CH3:35])[C:24]=1[CH:25]([C:19]1[C:18]([Br:20])=[CH:17][N:16]=[CH:15][C:14]=1[Br:13])[OH:26]. Procedure details: 57.0 ml (88.9 mmol) of n-butyllithium (1.56 M hexane solution) was dropwise added to a diethyl ether (110 ml) solution of 12.5 ml (89.2 mmol) of diisopropylamine at 0° C., followed by stirring for 60 minutes. The solution was cooled to −78° C., a toluene (80 ml) solution of 20 g (85 mmol) of 3,5-dibromopyridine was added thereto, followed by stirring for 5 minutes, and then a toluene 50 ml solution of 21.0 g (100 mmol) of 2,3,4-trimethoxy-6-methylbenzaldehyde was added thereto, followed by stirr...